The task is: describe an organic reaction: reactants, conditions, products, and yield. This data is from the Open Reaction Database (ORD), a public repository of structured organic reaction records. Reactants: N1C(=CC=C1)C1CC(C(=O)O1)=C=O (4-(2-pyrrolyl)-carbonyl-γ-butyrolactone), O.NN (hydrazine hydrate). The solvent is C(C)O (ethanol). The product is O.N1C(=CC=C1)C1CC(C(O1)=NN)=C=O (4-(2-Pyrrolyl)-carbonyl-γ-butyrolactone hydrazone hydrate). RXN SMILES: [NH:1]1[CH:5]=[CH:4][CH:3]=[C:2]1[CH:6]1[O:11][C:9](=[O:10])[C:8](=[C:12]=[O:13])[CH2:7]1.O.[NH2:15][NH2:16]>C(O)C>[OH2:10].[NH:1]1[CH:5]=[CH:4][CH:3]=[C:2]1[CH:6]1[O:11][C:9](=[N:15][NH2:16])[C:8](=[C:12]=[O:13])[CH2:7]1 |f:1.2,4.5|. Reported procedure: 7.2 g (0.04 mol) of 4-(2-pyrrolyl)-carbonyl-γ-butyrolactone and 2.5 ml (0.05 mol) of hydrazine hydrate are stirred in ethanol at room temperature for 4 hours. The product which has crystallised out is filtered off with suction and rinsed with ethanol. The reactants are COCCN1Cc2c(cc(Br)c3[nH]ncc23)CC(CC(=O)O)C1=O, CC(C)(C)CN1Cc2c(cc(Cl)c3[nH]ncc23)CC(CC(=O)N2CCC(N3Cc4ccccc4NC3=O)CC2)C1=O, Cl, O=c1[nH]c2ccccc2cc1C1CCNCC1. Product: COCCN1Cc2c(cc(Br)c3[nH]ncc23)CC(CC(=O)N2CCC(c3cc4ccccc4[nH]c3=O)CC2)C1=O. RXN SMILES: [Br:1][c:2]1[cH:3][c:4]2[c:5]([c:6]3[cH:7][n:8][nH:9][c:10]13)[CH2:11][N:12]([CH2:21][CH2:22][O:23][CH3:24])[C:13](=[O:20])[CH:14]([CH2:16][C:17](=[O:18])[OH:19])[CH2:15]2.[Cl:43][c:44]1[c:45]2[nH:46][n:47][cH:48][c:49]2[c:50]2[c:82]([cH:83]1)[CH2:81][CH:60]([CH2:61][C:62](=[O:63])[N:64]1[CH2:65][CH2:66][CH:67]([N:68]3[CH2:69][c:70]4[c:71]([cH:72][cH:73][cH:74][cH:75]4)[NH:76][C:77]3=[O:78])[CH2:79][CH2:80]1)[C:58](=[O:59])[N:52]([CH2:53][C:54]([CH3:55])([CH3:56])[CH3:57])[CH2:51]2.[ClH:25].[NH:26]1[CH2:27][CH2:28][CH:29]([c:32]2[c:33](=[O:42])[nH:34][c:35]3[cH:36][cH:37][cH:38][cH:39][c:40]3[cH:41]2)[CH2:30][CH2:31]1>>[Br:1][c:2]1[cH:3][c:4]2[c:5]([c:6]3[cH:7][n:8][nH:9][c:10]13)[CH2:11][N:12]([CH2:21][CH2:22][O:23][CH3:24])[C:13](=[O:20])[CH:14]([CH2:16][C:17](=[O:18])[N:26]1[CH2:27][CH2:28][CH:29]([c:32]3[c:33](=[O:42])[nH:34][c:35]4[cH:36][cH:37][cH:38][cH:39][c:40]4[cH:41]3)[CH2:30][CH2:31]1)[CH2:15]2. Starting materials: C(C)(=O)OC[C@@H](C)N1C(C2=CC=C(C(=C2C=C1)C(NCC1CCC(CC1)(F)F)=O)Cl)=O ((R)-2-(6-Chloro-5-((4,4-difluorocyclohexyl)methylcarbamoyl)-1-oxoisoquinolin-2(1H)-yl)propyl acetate), C([O-])([O-])=O.[K+].[K+] (potassium carbonate), CO (methanol). The product is ClC1=C(C=2C=CN(C(C2C=C1)=O)[C@@H](CO)C)C(=O)NCC1CCC(CC1)(F)F ((R)-6-Chloro-N-((4,4-difluorocyclohexyl)methyl)-2-(1-hydroxypropan-2-yl)-1-oxo-1,2-dihydroiso-quinoline-5-carboxamide). Reaction SMILES: C([O:4][CH2:5][C@H:6]([N:8]1[CH:17]=[CH:16][C:15]2[C:10](=[CH:11][CH:12]=[C:13]([Cl:30])[C:14]=2[C:18](=[O:29])[NH:19][CH2:20][CH:21]2[CH2:26][CH2:25][C:24]([F:28])([F:27])[CH2:23][CH2:22]2)[C:9]1=[O:31])[CH3:7])(=O)C.C(=O)([O-])[O-].[K+].[K+].CO>>[Cl:30][C:13]1[CH:12]=[CH:11][C:10]2[C:9](=[O:31])[N:8]([C@H:6]([CH3:7])[CH2:5][OH:4])[CH:17]=[CH:16][C:15]=2[C:14]=1[C:18]([NH:19][CH2:20][CH:21]1[CH2:26][CH2:25][C:24]([F:28])([F:27])[CH2:23][CH2:22]1)=[O:29] |f:1.2.3|. Procedure details: (R)-2-(6-Chloro-5-((4,4-difluorocyclohexyl)methylcarbamoyl)-1-oxoisoquinolin-2(1H)-yl)propyl acetate (140 mg, 0.00029 mol) and potassium carbonate (140 mg, 0.0010 mol) were stirred in methanol (6 mL, 0.1 mol) at room temperature for 1 hour, concentrated, purified by reverse phase preparative HPLC to afford the desired product as a white solid. (77 mg, 63%). The reactants are O=C([O-])[O-], COCCBr, CCOC(C)=O, COCCCc1cc(O)cc(CN(C(=O)C2CN(C(=O)OC(C)(C)C)CCC2c2ccc(OCCOc3c(Cl)cc(C)cc3Cl)cc2)C2CC2)c1, [Cs+], [Cs+], CN(C)C=O. Product: COCCCc1cc(CN(C(=O)C2CN(C(=O)OC(C)(C)C)CCC2c2ccc(OCCOc3c(Cl)cc(C)cc3Cl)cc2)C2CC2)cc(OCCOC)c1. As a reaction SMILES: [C:52](=[O:53])([O-:54])[O-:55].[CH3:58][O:59][CH2:60][CH2:61][Br:62].[CH3:68][CH2:69][O:70][C:71]([CH3:72])=[O:73].[CH:1]1([N:4]([C:5](=[O:6])[CH:7]2[CH2:8][N:9]([C:32](=[O:33])[O:34][C:35]([CH3:36])([CH3:37])[CH3:38])[CH2:10][CH2:11][CH:12]2[c:13]2[cH:14][cH:15][c:16]([O:19][CH2:20][CH2:21][O:22][c:23]3[c:24]([Cl:31])[cH:25][c:26]([CH3:30])[cH:27][c:28]3[Cl:29])[cH:17][cH:18]2)[CH2:39][c:40]2[cH:41][c:42]([OH:51])[cH:43][c:44]([CH2:46][CH2:47][CH2:48][O:49][CH3:50])[cH:45]2)[CH2:2][CH2:3]1.[Cs+:56].[Cs+:57].[O:63]=[CH:64][N:65]([CH3:66])[CH3:67]>>[CH:1]1([N:4]([C:5](=[O:6])[CH:7]2[CH2:8][N:9]([C:32](=[O:33])[O:34][C:35]([CH3:36])([CH3:37])[CH3:38])[CH2:10][CH2:11][CH:12]2[c:13]2[cH:14][cH:15][c:16]([O:19][CH2:20][CH2:21][O:22][c:23]3[c:24]([Cl:31])[cH:25][c:26]([CH3:30])[cH:27][c:28]3[Cl:29])[cH:17][cH:18]2)[CH2:39][c:40]2[cH:41][c:42]([O:51][CH2:61][CH2:60][O:59][CH3:58])[cH:43][c:44]([CH2:46][CH2:47][CH2:48][O:49][CH3:50])[cH:45]2)[CH2:2][CH2:3]1. The reactants are BrC=1C=C(C=NC1)C(NS(=O)(=O)CC)C1CC1 (N-((5-bromopyridin-3-yl)(cyclopropyl)methyl)ethanesulfonamide), ClC1=C(C#N)C=CC(=C1)B1OC(C(O1)(C)C)(C)C (2-chloro-4-(4,4,5,5-tetramethyl-1,3,2-dioxaborolan-2-yl)benzonitrile), C([O-])([O-])=O.[Na+].[Na+] (sodium carbonate), C(Cl)Cl (CH2Cl2). The reagents and catalysts are Cl[Pd]Cl (PdCl2). Run in CN(C)C=O (DMF). The product is ClC=1C=C(C=CC1C#N)C=1C=C(C=NC1)C(NS(=O)(=O)CC)C1CC1 (N-((5-(3-chloro-4-cyanophenyl)pyridin-3-yl)(cyclopropyl)methyl)ethanesulfonamide). The yield is 84.9%. Reaction SMILES: Br[C:2]1[CH:3]=[C:4]([CH:8]([CH:15]2[CH2:17][CH2:16]2)[NH:9][S:10]([CH2:13][CH3:14])(=[O:12])=[O:11])[CH:5]=[N:6][CH:7]=1.[Cl:18][C:19]1[CH:26]=[C:25](B2OC(C)(C)C(C)(C)O2)[CH:24]=[CH:23][C:20]=1[C:21]#[N:22].C(=O)([O-])[O-].[Na+].[Na+].C(Cl)Cl>CN(C=O)C.Cl[Pd]Cl>[Cl:18][C:19]1[CH:26]=[C:25]([C:2]2[CH:3]=[C:4]([CH:8]([CH:15]3[CH2:17][CH2:16]3)[NH:9][S:10]([CH2:13][CH3:14])(=[O:12])=[O:11])[CH:5]=[N:6][CH:7]=2)[CH:24]=[CH:23][C:20]=1[C:21]#[N:22] |f:2.3.4|. Procedure details: A mixture of N-((5-bromopyridin-3-yl)(cyclopropyl)methyl)ethanesulfonamide (5 g, 15.66 mmol), 2-chloro-4-(4,4,5,5-tetramethyl-1,3,2-dioxaborolan-2-yl)benzonitrile (as prepared in Example 1, step 1; 4.13 g, 15.66 mmol), sodium carbonate (15.66 mL, 31.3 mmol) and PdCl2 (dppf).CH2Cl2 adduct (0.320 g, 0.392 mmol) in DMF (100 mL) was heated to 100° C. for 25 min. After concentration, the residue was dissolved into CH2Cl2 and filtered through a pad of Na2SO4. The solution was absorbed into celite and ...